This data is from the Open Reaction Database (ORD), a public repository of structured organic reaction records. The task is: describe an organic reaction: reactants, conditions, products, and yield The reactants are C(CCC)C1=NC2=C(C(NCC2)C(=O)OC)N1CC1=CC=C(C=C1)C1=C(C=CC=C1)C1=NN=NN1 (methyl 2-n-butyl-3-[2'-(1H-tetrazol-5-yl)biphenyl-4-yl]methyl-4,5,6,7-tetrahydroimidazo[4,5,c]pyridine-4 -carboxylate), C=C1CC(=O)O1 (diketene). Run in CO (methanol). Run at time 2 hour. The product is C(CCC)C1=NC2=C(C(N(CC2)C(CC(=O)C)=O)C(=O)OC)N1CC1=CC=C(C=C1)C1=C(C=CC=C1)C1=NN=NN1 (methyl 2-n-butyl-5-acetoacetyl-3-[2'-(1H-tetrazol-5-yl)biphenyl-4-yl]methyl-4,5,6,7-tetrahydroimidazo[4,5-c]pyridine-4-carboxylate). Yield: 49.2%. Reaction SMILES: [CH2:1]([C:5]1[N:17]([CH2:18][C:19]2[CH:24]=[CH:23][C:22]([C:25]3[CH:30]=[CH:29][CH:28]=[CH:27][C:26]=3[C:31]3[NH:35][N:34]=[N:33][N:32]=3)=[CH:21][CH:20]=2)[C:8]2[CH:9]([C:13]([O:15][CH3:16])=[O:14])[NH:10][CH2:11][CH2:12][C:7]=2[N:6]=1)[CH2:2][CH2:3][CH3:4].[CH2:36]=[C:37]1[O:41][C:39](=[O:40])[CH2:38]1>CO>[CH2:1]([C:5]1[N:17]([CH2:18][C:19]2[CH:24]=[CH:23][C:22]([C:25]3[CH:30]=[CH:29][CH:28]=[CH:27][C:26]=3[C:31]3[NH:35][N:34]=[N:33][N:32]=3)=[CH:21][CH:20]=2)[C:8]2[CH:9]([C:13]([O:15][CH3:16])=[O:14])[N:10]([C:39](=[O:40])[CH2:38][C:37]([CH3:36])=[O:41])[CH2:11][CH2:12][C:7]=2[N:6]=1)[CH2:2][CH2:3][CH3:4]. Procedure details: To a mixture of the compound obtained in Example 3 (0.50 g) and methanol (10 ml) is added diketene (0.20 g), and the mixture is stirred at room temperature for two hours. The mixture is evaporated under reduced pressure to remove the solvent, and to the residue is added chloroform. The mixture is washed, dried and evaporated under reduced pressure. The resulting residue is purified by silica gel column chromatography (solvent; chloroform/ethyl acetate/methanol=10:10:1) to give methyl 2-n-butyl-5... Starting materials: C(C)(=O)O (Acetic acid), [F-].C(CCC)[N+](CCCC)(CCCC)CCCC.C1CCOC1 (tetra-n-butylammonium fluoride THF), C(C=C)OC(=O)N1C[C@H](C[C@H]1C(C=1N=CN2C1SC=C2)O)SC=2[C@@H]([C@H]1N(C2C(=O)OCC=C)C([C@@H]1[C@@H](C)O[Si](C)(C)C(C)(C)C)=O)C (allyl(1R,5S,6S)-2-[(3S,5S)-1-allyloxycarbonyl-5-[1-hydroxy-1-(imidazo[5,1-b]thiazol-7-yl)methyl]pyrrolidin-3-yl]thio-6-[(1R)-1-(t-butyldimethylsilyloxy)ethyl]-1-methylcarbapen-2-em-3-carboxylate). Run in C1CCOC1 (THF), C(C)(=O)OCC (ethyl acetate). Conditions: time 16 hour. The product is C(C=C)OC(=O)N1C[C@H](C[C@H]1C(C=1N=CN2C1SC=C2)O)SC=2[C@@H]([C@H]1N(C2C(=O)OCC=C)C([C@@H]1[C@@H](C)O)=O)C (allyl(1R,5S,6S)-2-[(3S,5S)-1-allyloxycarbonyl-5-[1-hydroxy-1-(imidazo[5,1-b]thiazol-7-yl)methyl]pyrrolidin-3-yl]thio-6-((1R)-1-hydroxyethyl)-1-methylcarbapen-2-em-3-carboxylate). The yield is 85.8%. RXN SMILES: C(O)(=O)C.[F-].C([N+](CCCC)(CCCC)CCCC)CCC.C1COCC1.[CH2:28]([O:31][C:32]([N:34]1[C@H:38]([CH:39]([OH:48])[C:40]2[N:41]=[CH:42][N:43]3[CH:47]=[CH:46][S:45][C:44]=23)[CH2:37][C@H:36]([S:49][C:50]2[C@H:51]([CH3:74])[C@@H:52]3[C@@H:62]([C@H:63]([O:65][Si](C(C)(C)C)(C)C)[CH3:64])[C:61](=[O:73])[N:53]3[C:54]=2[C:55]([O:57][CH2:58][CH:59]=[CH2:60])=[O:56])[CH2:35]1)=[O:33])[CH:29]=[CH2:30]>C1COCC1.C(OCC)(=O)C>[CH2:28]([O:31][C:32]([N:34]1[C@H:38]([CH:39]([OH:48])[C:40]2[N:41]=[CH:42][N:43]3[CH:47]=[CH:46][S:45][C:44]=23)[CH2:37][C@H:36]([S:49][C:50]2[C@H:51]([CH3:74])[C@@H:52]3[C@@H:62]([C@H:63]([OH:65])[CH3:64])[C:61](=[O:73])[N:53]3[C:54]=2[C:55]([O:57][CH2:58][CH:59]=[CH2:60])=[O:56])[CH2:35]1)=[O:33])[CH:29]=[CH2:30] |f:1.2.3|. Procedure: Acetic acid (0.60 ml) and 3.5 ml of a 1 M tetra-n-butylammonium fluoride/THF solution are added to a solution of 491 mg of allyl(1R,5S,6S)-2-[(3S,5S)-1-allyloxycarbonyl-5-[1-hydroxy-1-(imidazo[5,1-b]thiazol-7-yl)methyl]pyrrolidin-3-yl]thio-6-[(1R)-1-(t-butyldimethylsilyloxy)ethyl]-1-methylcarbapen-2-em-3-carboxylate (a diastereomer mixture) in 10.5 ml of anhydrous THF, and the mixture is stirred in an argon atmosphere at room temperature for 16 hr. The reaction solution is diluted with 100 ml of... Reactants: FC(C(=O)O)(F)F (trifluoroacetic acid), C(C)(=O)O[BH-](OC(C)=O)OC(C)=O.[Na+] (sodium triacetoxyborohydride), FC=1C=C(C=C(C1)F)SC=1C=C2C(=NC1)NN=C2N (5-(3,5-difluorophenylthio)-1H-pyrazolo[3,4-b]pyridin-3-amine), CN1CCN(CC1)C1=CC=C(C=O)C=C1 (4-(4-methylpiperazin-1-yl)benzaldehyde), FC(C(=O)O)(F)F (trifluoroacetic acid), C(C)(=O)O[BH-](OC(C)=O)OC(C)=O.[Na+] (sodium triacetoxyborohydride), yellow solid. Run in methanol leads, O1CCCC1 (tetrahydrofuran), ClCCl (dichloromethane). Reaction conditions: time 16 hour. Yields the product FC=1C=C(C=C(C1)F)SC=1C=C2C(=NC1)NN=C2NCC2=CC=C(C=C2)N2CCN(CC2)C (5-(3,5-difluorophenylthio)-N-(4-(4-methylpiperazin-1-yl)benzyl)-1H-pyrazolo[3,4-b]pyridin-3-amine). As a reaction SMILES: FC(F)(F)C(O)=O.C(O[BH-](OC(=O)C)OC(=O)C)(=O)C.[Na+].[F:22][C:23]1[CH:24]=[C:25]([S:30][C:31]2[CH:32]=[C:33]3[C:39]([NH2:40])=[N:38][NH:37][C:34]3=[N:35][CH:36]=2)[CH:26]=[C:27]([F:29])[CH:28]=1.[CH3:41][N:42]1[CH2:47][CH2:46][N:45]([C:48]2[CH:55]=[CH:54][C:51]([CH:52]=O)=[CH:50][CH:49]=2)[CH2:44][CH2:43]1>O1CCCC1.ClCCl>[F:22][C:23]1[CH:24]=[C:25]([S:30][C:31]2[CH:32]=[C:33]3[C:39]([NH:40][CH2:52][C:51]4[CH:50]=[CH:49][C:48]([N:45]5[CH2:44][CH2:43][N:42]([CH3:41])[CH2:47][CH2:46]5)=[CH:55][CH:54]=4)=[N:38][NH:37][C:34]3=[N:35][CH:36]=2)[CH:26]=[C:27]([F:29])[CH:28]=1 |f:1.2|. Procedure details: 41.5 μl of trifluoroacetic acid (0.539 mmol) and, in small fractions, 129 mg (0.611 mmol) of sodium triacetoxyborohydride are added to a solution of 100 mg (0.35 mmol) of 5-(3,5-difluorophenylthio)-1H-pyrazolo[3,4-b]pyridin-3-amine and 81 mg (0.395 mmol) of 4-(4-methylpiperazin-1-yl)benzaldehyde in 20 ml of a 1:1 mixture of dichloromethane and tetrahydrofuran. The reaction medium is stirred for 16 hours at room temperature. An additional fraction of 125 μl of trifluoroacetic acid and 388 mg of s... The product is C=CCOC(=O)c1cc([N+](=O)[O-])ccc1N1CCOCC1. Reaction SMILES: [CH2:1]1[CH2:2][O:3][CH2:4][CH2:5][NH:6]1.[CH2:7]([CH:8]=[CH2:9])[O:10][C:11]([c:12]1[c:13]([F:21])[cH:14][cH:15][c:16]([N+:18](=[O:19])[O-:20])[cH:17]1)=[O:22].[CH3:23][C:24]#[N:25]>>[CH2:1]1[CH2:2][O:3][CH2:4][CH2:5][N:6]1[c:13]1[c:12]([C:11]([O:10][CH2:7][CH:8]=[CH2:9])=[O:22])[cH:17][c:16]([N+:18](=[O:19])[O-:20])[cH:15][cH:14]1. Reactants: C1COCCN1, C=CCOC(=O)c1cc([N+](=O)[O-])ccc1F, CC#N.